This data is from the Open Reaction Database (ORD), a public repository of structured organic reaction records. The task is: describe an organic reaction: reactants, conditions, products, and yield The reactants are C[Si](Cl)(C)C (trimethylchlorosilane), C(C)(C)NC(C)C (diisopropylamine), C(CCC)[Li] (n-butyllithium), C(=O)=O.CC(=O)C (dry ice acetone), [3aR-[3a alpha,4alpha(3S*),5beta,6a alpha]]-hexahydro-5-[[(1,1-dimethylethyl)dimethylsilyl]oxy]-4-[3-[[(1,1-dimethylethyl)dimethylsilyl]oxy]octyl)-2H-cyclopenta[b]furan-2-one. Solvent: O1CCCC1 (THF), O1CCCC1 (THF). Reaction conditions: temperature 0 celsius, time 5 minute. Product: C[Si](OC1=CC2C(O1)=CC=C2)(C)C (2-[(trimethylsilyl)oxy]-3aH-cyclopenta[b]furan). RXN SMILES: C(N[CH:5]([CH3:7])C)(C)C.[CH2:8]([Li])[CH2:9][CH2:10][CH3:11].[C:13](=[O:15])=[O:14].CC(C)=O.[CH3:20][Si:21]([CH3:24])([CH3:23])Cl>O1CCCC1>[CH3:20][Si:21]([CH3:24])([CH3:23])[O:14][C:13]1[O:15][C:9]2=[CH:8][CH:5]=[CH:7][CH:10]2[CH:11]=1 |f:2.3|. Procedure details: To a solution of 4.5 ml of diisopropylamine in 50 ml of dry THF (tetrahydrofuran) cooled to 0° C. was added dropwise over a period of twenty minutes 19.6 ml of n-butyllithium (1.5M in hexane). After stirring an additional five minutes at 0° C. the solution was cooled to -40° C. (dry ice/acetone) after which time a solution of 13.1 g (0.0263 mol) of [3aR-[3a alpha,4alpha(3S*),5beta,6a alpha]]-hexahydro-5-[[(1,1-dimethylethyl)dimethylsilyl]oxy]-4-[3-[[(1,1-dimethylethyl)dimethylsilyl]oxy]octyl)-2H... Reactants: [OH-].[Na+] (sodium hydroxide), [Na] (sodium), COC1=CC=C(OCCCCBr)C=C1 (4-(4-methoxyphenoxy)butylbromide), CN1C(NC(C=2N(C=NC12)CCC)=O)=O (3-Methyl-7-propylxanthine). Run in C(C)O.O (ethanol water). Product: COC1=CC=C(OCCCCN2C(=O)N(C=3N=CN(C3C2=O)CCC)C)C=C1 (1-[4-(4-methoxyphenoxy)butyl]-3-methyl-7-propylxanthine). Yield: 64.8%. As a reaction SMILES: [CH3:1][N:2]1[C:10]2[N:9]=[CH:8][N:7]([CH2:11][CH2:12][CH3:13])[C:6]=2[C:5](=[O:14])[NH:4][C:3]1=[O:15].[Na].[CH3:17][O:18][C:19]1[CH:30]=[CH:29][C:22]([O:23][CH2:24][CH2:25][CH2:26][CH2:27]Br)=[CH:21][CH:20]=1.[OH-].[Na+]>C(O)C.O>[CH3:17][O:18][C:19]1[CH:30]=[CH:29][C:22]([O:23][CH2:24][CH2:25][CH2:26][CH2:27][N:4]2[C:5](=[O:14])[C:6]3[N:7]([CH2:11][CH2:12][CH3:13])[CH:8]=[N:9][C:10]=3[N:2]([CH3:1])[C:3]2=[O:15])=[CH:21][CH:20]=1 |f:3.4,5.6,^1:15|. Procedure: 3-Methyl-7-propylxanthine (10.4 g) was dissolved in 200 ml of an ethanol/water (3:2 (v/v)) mixed solution containing 2.2 g of sodium hyddroxide and 15.5 g of 4-(4-methoxyphenoxy)butylbromide was added to the solution. The mixture was then refluxed at elevated temperatures for 12 hours. The reaction mixture was concentrated under reduced pressure to give the residual liquid which in turn was alkalized with 1N-sodium hydroxide solution and then extracted with chloroform. The extract was dried and ... The reactants are CC(C)(C)OC(=O)N(CCc1ccc(Br)cc1)CC(O)c1cccc(Cl)c1, COC(=O)c1ccc2cc(B3OC(C)(C)C(C)(C)O3)ccc2c1, CN(C)C=O, [Na+], [Na+], O=C([O-])[O-], O. Product: COC(=O)c1ccc2cc(-c3ccc(CCN(CC(O)c4cccc(Cl)c4)C(=O)OC(C)(C)C)cc3)ccc2c1. RXN SMILES: [Br:1][c:2]1[cH:3][cH:4][c:5]([CH2:8][CH2:9][N:10]([C:11]([O:12][C:13]([CH3:14])([CH3:15])[CH3:16])=[O:17])[CH2:18][CH:19]([OH:20])[c:21]2[cH:22][c:23]([Cl:27])[cH:24][cH:25][cH:26]2)[cH:6][cH:7]1.[CH3:28][C:29]1([CH3:30])[C:31]([CH3:32])([CH3:33])[O:34][B:35]([c:36]2[cH:37][c:38]3[cH:39][cH:40][c:41]([C:46](=[O:47])[O:48][CH3:49])[cH:42][c:43]3[cH:44][cH:45]2)[O:50]1.[CH3:58][N:59]([CH3:60])[CH:61]=[O:62].[Na+:51].[Na+:52].[O-:53][C:54](=[O:55])[O-:56].[OH2:57]>>[c:2]1(-[c:36]2[cH:37][c:38]3[cH:39][cH:40][c:41]([C:46](=[O:47])[O:48][CH3:49])[cH:42][c:43]3[cH:44][cH:45]2)[cH:3][cH:4][c:5]([CH2:8][CH2:9][N:10]([C:11]([O:12][C:13]([CH3:14])([CH3:15])[CH3:16])=[O:17])[CH2:18][CH:19]([OH:20])[c:21]2[cH:22][c:23]([Cl:27])[cH:24][cH:25][cH:26]2)[cH:6][cH:7]1.